Dataset: the Open Reaction Database (ORD), a public repository of structured organic reaction records. Task: describe an organic reaction: reactants, conditions, products, and yield The reactants are BrC=1C=C(C=CC1)CC(=O)O (3-bromophenylacetic acid), C1(CCCCC1)N=C=NC1CCCCC1 (1,3-dicyclohexylcarbodiimide), CO (MeOH). The reagents and catalysts are CN(C1=CC=NC=C1)C (4-dimethylaminopyridine). Run in ClCCl (dichloromethane). Conditions: time 1 hour. Product: COC(CC1=CC(=CC=C1)Br)=O (3-Bromophenylacetic acid methyl ester). Reaction SMILES: [Br:1][C:2]1[CH:3]=[C:4]([CH2:8][C:9]([OH:11])=[O:10])[CH:5]=[CH:6][CH:7]=1.[CH:12]1(N=C=NC2CCCCC2)CCCCC1.CO>ClCCl.CN(C)C1C=CN=CC=1>[CH3:12][O:10][C:9](=[O:11])[CH2:8][C:4]1[CH:5]=[CH:6][CH:7]=[C:2]([Br:1])[CH:3]=1. Reported procedure: To a solution of 3-bromophenylacetic acid (1.0 g, 4.65 mmol), 1,3-dicyclohexylcarbodiimide (1.44 g, 6.98 mmol) and MeOH (149 mg, 4.65 mmol) in dichloromethane (40 ml) was added 4-dimethylaminopyridine (57 mg, 0.465 mmol). The reaction mixture was stirred at RT for 1 hr. The white solid was precipitated out which was removed with filtration. The reaction solution was concentrated to give a crude product which was purified on silica gel column with dichloromethane. The product was collected which ... Reactants: CC(NC(=O)c1ccc(N)c(Cl)c1)C(=O)N1CCCC1C(=O)OC(C)(C)C, CC(NC(=O)c1ccc(N)c(Cl)c1)C(=O)N1CCCC1C(=O)NC1CC(=O)OC1OCCc1ccccc1. Product: CC(NC(=O)c1ccc(N)c(Cl)c1)C(=O)N1CCCC1C(=O)NC1CC(=O)OC1OC1Cc2ccccc2C1. Reaction SMILES: [C:1]([O:2][C:3]([CH:4]1[CH2:5][CH2:6][CH2:7][N:8]1[C:9](=[O:10])[CH:11]([NH:12][C:13](=[O:14])[c:15]1[cH:16][cH:17][c:18]([NH2:19])[c:20]([Cl:21])[cH:22]1)[CH3:23])=[O:24])([CH3:25])([CH3:26])[CH3:27].[O:28]=[C:29]1[CH2:30][CH:31]([NH:43][C:44](=[O:45])[CH:46]2[N:47]([C:51]([CH:52]([CH3:53])[NH:54][C:55]([c:56]3[cH:57][c:58]([Cl:63])[c:59]([NH2:62])[cH:60][cH:61]3)=[O:64])=[O:65])[CH2:48][CH2:49][CH2:50]2)[CH:32]([O:34][CH2:35][CH2:36][c:37]2[cH:38][cH:39][cH:40][cH:41][cH:42]2)[O:33]1>>[CH2:1]1[CH:35]([O:34][CH:32]2[CH:31]([NH:43][C:44](=[O:45])[CH:46]3[N:47]([C:51]([CH:52]([CH3:53])[NH:54][C:55]([c:56]4[cH:57][c:58]([Cl:63])[c:59]([NH2:62])[cH:60][cH:61]4)=[O:64])=[O:65])[CH2:48][CH2:49][CH2:50]3)[CH2:30][C:29](=[O:28])[O:33]2)[CH2:36][c:37]2[c:38]1[cH:39][cH:40][cH:41][cH:42]2. Reactants: CC(C)(C)OC(=O)NC(CN)COCc1ccccc1, CC(C)(C)OC(=O)NC(C=O)COCc1ccccc1, [BH3-]C#N, CC(=O)O, CCO, [Na+]. Yields the product CC(C)(C)OC(=O)NC(CNCC(COCc1ccccc1)NC(=O)OC(C)(C)C)COCc1ccccc1. RXN SMILES: [C:1]([CH3:2])([CH3:3])([CH3:4])[O:5][C:6](=[O:7])[NH:8][CH:9]([CH2:10][NH2:11])[CH2:12][O:13][CH2:14][c:15]1[cH:16][cH:17][cH:18][cH:19][cH:20]1.[C:21]([CH3:22])([CH3:23])([CH3:24])[O:25][C:26](=[O:27])[NH:28][CH:29]([CH:30]=[O:31])[CH2:32][O:33][CH2:34][c:35]1[cH:36][cH:37][cH:38][cH:39][cH:40]1.[C:41]([BH3-:42])#[N:43].[CH3:45][C:46](=[O:47])[OH:48].[CH3:49][CH2:50][OH:51].[Na+:44]>>[C:1]([CH3:2])([CH3:3])([CH3:4])[O:5][C:6](=[O:7])[NH:8][CH:9]([CH2:10][NH:11][CH2:30][CH:29]([NH:28][C:26]([O:25][C:21]([CH3:22])([CH3:23])[CH3:24])=[O:27])[CH2:32][O:33][CH2:34][c:35]1[cH:36][cH:37][cH:38][cH:39][cH:40]1)[CH2:12][O:13][CH2:14][c:15]1[cH:16][cH:17][cH:18][cH:19][cH:20]1. The reactants are C1CCOC1, COC(=O)c1ccc(-c2cc(Cl)c(CN3CCC(C4CCC(O[Si](c5ccccc5)(c5ccccc5)C(C)(C)C)CC4)C3=O)c(Cl)c2)cc1, CO, CCOC(C)=O, [Li+], [OH-]. Yields the product CC(C)(C)[Si](OC1CCC(C2CCN(Cc3c(Cl)cc(-c4ccc(C(=O)O)cc4)cc3Cl)C2=O)CC1)(c1ccccc1)c1ccccc1. As a reaction SMILES: [CH2:52]1[O:53][CH2:54][CH2:55][CH2:56]1.[CH3:1][O:2][C:3](=[O:4])[c:5]1[cH:6][cH:7][c:8](-[c:11]2[cH:12][c:13]([Cl:49])[c:14]([CH2:18][N:19]3[C:20](=[O:48])[CH:21]([CH:24]4[CH2:25][CH2:26][CH:27]([O:30][Si:31]([c:32]5[cH:33][cH:34][cH:35][cH:36][cH:37]5)([c:38]5[cH:39][cH:40][cH:41][cH:42][cH:43]5)[C:44]([CH3:45])([CH3:46])[CH3:47])[CH2:28][CH2:29]4)[CH2:22][CH2:23]3)[c:15]([Cl:17])[cH:16]2)[cH:9][cH:10]1.[CH3:57][OH:58].[CH3:59][CH2:60][O:61][C:62](=[O:63])[CH3:64].[Li+:51].[OH-:50]>>[O:2]=[C:3]([OH:4])[c:5]1[cH:6][cH:7][c:8](-[c:11]2[cH:12][c:13]([Cl:49])[c:14]([CH2:18][N:19]3[C:20](=[O:48])[CH:21]([CH:24]4[CH2:25][CH2:26][CH:27]([O:30][Si:31]([c:32]5[cH:33][cH:34][cH:35][cH:36][cH:37]5)([c:38]5[cH:39][cH:40][cH:41][cH:42][cH:43]5)[C:44]([CH3:45])([CH3:46])[CH3:47])[CH2:28][CH2:29]4)[CH2:22][CH2:23]3)[c:15]([Cl:17])[cH:16]2)[cH:9][cH:10]1.